describe an organic reaction: reactants, conditions, products, and yield From a dataset of the Open Reaction Database (ORD), a public repository of structured organic reaction records. The reactants are ClC1=C(C(=CC(=C1)C(F)(F)F)Cl)NN (2,6-dichloro-4-trifluoromethylphenylhydrazine), C(C)(=O)O (acetic acid). Solvent: C(C)O (ethanol), C(C)O (ethanol). Conditions: temperature 80 celsius, time 2 hour. Product: NC1=CC(=NN1C1=C(C=C(C=C1Cl)C(F)(F)F)Cl)C1=CC=CC=C1 (5-Amino-1-(2,6-dichloro-4-trifluoromethylphenyl)-3-phenylpyrazole). RXN SMILES: [Cl:1][C:2]1[CH:7]=[C:6]([C:8]([F:11])([F:10])[F:9])[CH:5]=[C:4]([Cl:12])[C:3]=1[NH:13][NH2:14].[C:15](O)(=O)[CH3:16]>C(O)C>[NH2:13][C:3]1[N:13]([C:3]2[C:2]([Cl:1])=[CH:7][C:6]([C:8]([F:9])([F:11])[F:10])=[CH:5][C:4]=2[Cl:12])[N:14]=[C:7]([C:15]2[CH:16]=[CH:8][CH:6]=[CH:5][CH:4]=2)[CH:2]=1. Procedure details: A solution of 2,6-dichloro-4-trifluoromethylphenylhydrazine (0.245 g) in ethanol (2 ml) was added to benzoylacetonotrile (0. 145 g) in ethanol (8 ml) and the solution heated at 80° C. for 6 hours. Glacial acetic acid (1 ml) was added and the mixture heated at 80° C. for 4 hours and then 90° C. for 2 hours. The reaction mixture was evaporated and the residue purified by column chromatography on silica gel (10 g) eluted with dichloromethane. Combination and evaporation of appropriate fractions fol... Starting materials: O=C(Cl)c1ccccc1, ClCCl, CN(C)CCO, [Na+], [OH-], O. Yields the product CN(C)CCOC(=O)c1ccccc1. Reaction SMILES: [C:1]([c:2]1[cH:3][cH:4][cH:5][cH:6][cH:7]1)(=[O:8])[Cl:9].[CH2:19]([Cl:20])[Cl:21].[CH3:10][N:11]([CH2:12][CH2:13][OH:14])[CH3:15].[Na+:17].[OH-:16].[OH2:18]>>[C:1]([c:2]1[cH:3][cH:4][cH:5][cH:6][cH:7]1)(=[O:8])[O:14][CH2:13][CH2:12][N:11]([CH3:10])[CH3:15].